Dataset: the Open Reaction Database (ORD), a public repository of structured organic reaction records. Task: describe an organic reaction: reactants, conditions, products, and yield Starting materials: hydrated serine, N[C@@H](CC1=CC=CC=C1)C(=O)O (phenylalanine), NCC(=O)O (glycine). The product is N[C@@H](CC1=CC=CC=C1)C(=O)O.N[C@@H](CO)C(=O)O (Phenylalanine Serine). RXN SMILES: [NH2:1][C@H:2]([C:10]([OH:12])=[O:11])[CH2:3][C:4]1[CH:9]=[CH:8][CH:7]=[CH:6][CH:5]=1.[NH2:13][CH2:14][C:15]([OH:17])=[O:16]>>[NH2:1][C@H:2]([C:10]([OH:12])=[O:11])[CH2:3][C:4]1[CH:9]=[CH:8][CH:7]=[CH:6][CH:5]=1.[NH2:13][C@H:14]([C:15]([OH:17])=[O:16])[CH2:10][OH:11] |f:2.3|. Reported procedure: The formation of t-Boc--Phe--SerOH is obtained by the same process, but using 1.1 mmol of lyophilised hydrated serine in place of cysteine and 1 mmol of phenylalanine protected by t-Box and activated in place of glycine. The reactants are C1(C=2C(C(N1CC1=NN=C(N1C1=C(C(=O)C3=CC=CC=C3)C=CC=C1)CN1C(C=3C(C1=O)=CC=CC3)=O)=O)=CC=CC2)=O (2-[3,5-bis(phthalimidomethyl)-4H-1,2,4-triazol-4-yl]benzophenone), O.NN (hydrazine hydrate). Run in C(C)O (ethanol). Product: NCC1=NN=C2N1C1=C(C(=NC2)C2=CC=CC=C2)C=CC=C1 (1-(aminomethyl)6-phenyl-4H-s-triazolo[4,3-a][1,4]benzodiazepine). As a reaction SMILES: [C:1]1(=O)[N:5]([CH2:6][C:7]2[N:11]([C:12]3[CH:25]=[CH:24][CH:23]=[CH:22][C:13]=3C(C3C=CC=CC=3)=O)[C:10]([CH2:26][N:27]3C(=O)C4=CC=CC=C4C3=O)=[N:9][N:8]=2)C(=O)[C:3]2=[CH:39][CH:40]=[CH:41][CH:42]=[C:2]12.O.NN>C(O)C>[NH2:27][CH2:26][C:10]1[N:11]2[C:12]3[CH:25]=[CH:24][CH:23]=[CH:22][C:13]=3[C:1]([C:2]3[CH:3]=[CH:39][CH:40]=[CH:41][CH:42]=3)=[N:5][CH2:6][C:7]2=[N:8][N:9]=1 |f:1.2|. Procedure: In the manner given in Example 22, 2-[3,5-bis(phthalimidomethyl)-4H-1,2,4-triazol-4-yl]benzophenone in ethanol is heated with hydrazine hydrate to give 1-(aminomethyl)6-phenyl-4H-s-triazolo[4,3-a][1,4]benzodiazepine. Reactants: BrC1=NC=CC=C1N(C(OC(C)(C)C)=O)CCC=C (tert-butyl (2-bromopyridin-3-yl)(but-3-en-1-yl)carbamate), C1=CC=C(C=C1)P(C2=CC=CC=C2)C3=CC=CC=C3 (PPh3), CC(=O)[O-].[K+] (KOAc), C=C1CCN(C2=CC=CN=C12)C(=O)OC(C)(C)C (tert-butyl 4-methylene-3,4-dihydro-1,5-naphthyridine-1(2H)-carboxylate). The reagents and catalysts are CC(=O)[O-].CC(=O)[O-].[Pd+2] (Pd(OAc)2), O.[Cl-].C(C)[N+](CC)(CC)CC (tetraethyl ammonium chloride hydrate). Solvent: CN(C)C=O (DMF), CCOC(=O)C (EtOAc), C(=O)(O)[O-].[Na+] (NaHCO3). Conditions: temperature 110 celsius, time 16 hour. Product: O=C1CCN(C2=CC=CN=C12)C(=O)OC(C)(C)C (tert-butyl 4-oxo-3,4-dihydro-1,5-naphthyridine-1(2H)-carboxylate). Reaction SMILES: C=[C:2]1[C:11]2[C:6](=[CH:7][CH:8]=[CH:9][N:10]=2)[N:5]([C:12]([O:14][C:15]([CH3:18])([CH3:17])[CH3:16])=[O:13])[CH2:4][CH2:3]1.BrC1C(N(CCC=C)C(=O)[O:28]C(C)(C)C)=CC=CN=1.C1C=CC(P(C2C=CC=CC=2)C2C=CC=CC=2)=CC=1.CC([O-])=O.[K+]>CN(C=O)C.O.[Cl-].C([N+](CC)(CC)CC)C.CCOC(C)=O.C([O-])(O)=O.[Na+].CC([O-])=O.CC([O-])=O.[Pd+2]>[O:28]=[C:2]1[C:11]2[C:6](=[CH:7][CH:8]=[CH:9][N:10]=2)[N:5]([C:12]([O:14][C:15]([CH3:18])([CH3:17])[CH3:16])=[O:13])[CH2:4][CH2:3]1 |f:3.4,6.7.8,10.11,12.13.14|. Procedure: tert-butyl 4-methylene-3,4-dihydro-1,5-naphthyridine-1(2H)-carboxylate. To a solution of tert-butyl (2-bromopyridin-3-yl)(but-3-en-1-yl)carbamate (1 eq.) in DMF (0.2 M), PPh3 (0.25 eq.), Pd(OAc)2 (0.1 eq), and KOAc (5 eq.), is added, under an argon atmosphere, tetraethyl ammonium chloride hydrate (2 eq.). The flask is purged with argon for 15 min, and the resulting reaction mixture is stirred at 110° C. for 16 h. The reaction progress is monitored by TLC. The reaction mixture is diluted with EtO... Starting materials: stainless steel, RhCl(PPh3)3, O1CCCC1 (tetrahydrofuran), 3-methyl-2-aminopyridyl aldimine, C(C1=CC=CC=C1)=O (benzaldehyde). Conditions: temperature 180 celsius, time 14 hour. Yields the product C(CC)(=O)C1=CC=CC=C1 (propiophenone). Isolated yield 45.0%. RXN SMILES: [CH:1](=[O:8])[C:2]1[CH:7]=[CH:6][CH:5]=[CH:4][CH:3]=1.O1CC[CH2:11][CH2:10]1>>[C:1]([C:2]1[CH:7]=[CH:6][CH:5]=[CH:4][CH:3]=1)(=[O:8])[CH2:10][CH3:11]. Reported procedure: Into a stainless steel autoclave with a glass liner was placed 1.5 g. of the 3-methyl-2-aminopyridyl aldimine of benzaldehyde, 75 ml of tetrahydrofuran and 0.2 g. of RhCl(PPh3)3. The autoclave was flushed with ethylene, to remove any air, then pressurized with ethylene to 150 psi, followed by heating to 180 degrees C. for 14 hours. Upon cooling the resulting dark red liquid was concentrated to one-fourth its original volume and stirred with moist silica gel in 20 ml of CH2Cl2 for 1 hour. Solvent... The reactants are ON1N=NC2=C1C=CC=C2 (1-hydroxybenzotriazole), C(C)(C)(C)OC(=O)N1CCC(CC1)CCCN (3-[1-(tert-butoxycarbonyl)piperidin-4-yl]propylamine), Cl.CN(CCCN=C=NCC)C (1-[3-(dimethylamino)propyl]-3-ethylcarbodiimide hydrochloride), CC1=CC=C(C=C1)C=1C=CC2=C(C=C(CCO2)C(=O)O)C1 (7-(4-methylphenyl)-2,3-dihydro-1-benzooxepine-4-carboxylic acid). The solvent is CN(C)C=O (DMF). Product: C(C)(C)(C)OC(=O)N1CCC(CC1)CCCNC(=O)C=1CCOC2=C(C1)C=C(C=C2)C2=CC=C(C=C2)C (N-[3-[1-(tert-butoxycarbonyl)piperidin-4-yl]propyl]-7-(4-methylphenyl)-2,3-dihydro-1-benzooxepine-4-carboxamide). The yield is 99.0%. As a reaction SMILES: [CH3:1][C:2]1[CH:7]=[CH:6][C:5]([C:8]2[CH:9]=[CH:10][C:11]3[O:17][CH2:16][CH2:15][C:14]([C:18](O)=[O:19])=[CH:13][C:12]=3[CH:21]=2)=[CH:4][CH:3]=1.ON1C2C=CC=CC=2N=N1.[C:32]([O:36][C:37]([N:39]1[CH2:44][CH2:43][CH:42]([CH2:45][CH2:46][CH2:47][NH2:48])[CH2:41][CH2:40]1)=[O:38])([CH3:35])([CH3:34])[CH3:33].Cl.CN(C)CCCN=C=NCC>CN(C=O)C>[C:32]([O:36][C:37]([N:39]1[CH2:44][CH2:43][CH:42]([CH2:45][CH2:46][CH2:47][NH:48][C:18]([C:14]2[CH2:15][CH2:16][O:17][C:11]3[CH:10]=[CH:9][C:8]([C:5]4[CH:4]=[CH:3][C:2]([CH3:1])=[CH:7][CH:6]=4)=[CH:21][C:12]=3[CH:13]=2)=[O:19])[CH2:41][CH2:40]1)=[O:38])([CH3:35])([CH3:34])[CH3:33] |f:3.4|. Procedure details: To 7-(4-methylphenyl)-2,3-dihydro-1-benzooxepine-4-carboxylic acid (1402 mg, 5.00 mmol) dissolved in DMF (30 ml) were added at 0° C. 1-hydroxybenzotriazole (743 mg, 5.50 mmol), 3-[1-(tert-butoxycarbonyl)piperidin-4-yl]propylamine (1333 mg, 5.50 mmol) and 1-[3-(dimethylamino)propyl]-3-ethylcarbodiimide hydrochloride (1438 mg, 7.50 mmol), and the resulting mixture was stirred at room temperature for 18 hours. The reaction mixture was concentrated under reduced pressure, ethyl acetate (100 ml) was ... Reactants: NS(=O)(=O)c1ccc(Cl)cc1, O=C(NCCc1ccc(-n2cc(-c3ccccc3)nc2C(F)(F)F)cc1)Oc1ccccc1. Product: O=C(NCCc1ccc(-n2cc(-c3ccccc3)nc2C(F)(F)F)cc1)NS(=O)(=O)c1ccc(Cl)cc1. RXN SMILES: [Cl:34][c:35]1[cH:36][cH:37][c:38]([S:41](=[O:42])(=[O:43])[NH2:44])[cH:39][cH:40]1.[c:1]1(-[c:7]2[n:8][c:9]([C:30]([F:31])([F:32])[F:33])[n:10](-[c:12]3[cH:13][cH:14][c:15]([CH2:18][CH2:19][NH:20][C:21]([O:22][c:24]4[cH:25][cH:26][cH:27][cH:28][cH:29]4)=[O:23])[cH:16][cH:17]3)[cH:11]2)[cH:2][cH:3][cH:4][cH:5][cH:6]1>>[c:1]1(-[c:7]2[n:8][c:9]([C:30]([F:31])([F:32])[F:33])[n:10](-[c:12]3[cH:13][cH:14][c:15]([CH2:18][CH2:19][NH:20][C:21](=[O:22])[NH:44][S:41]([c:38]4[cH:37][cH:36][c:35]([Cl:34])[cH:40][cH:39]4)(=[O:42])=[O:43])[cH:16][cH:17]3)[cH:11]2)[cH:2][cH:3][cH:4][cH:5][cH:6]1. Procedure: Analogously to Example 1(g), 14.2 g of the title compound was synthesized from 9.85 g of 3-methyl-2-oxooct-5-inylphosphonic acid dimethyl ester and 11 g of (1S,5R,6R,7R)-6-formyl-7-benzoyloxy-2-oxabicyclo[3,3,0]octan-3-one [E. J. Corey et al., J. Amer. Chem. Soc. 91: 5675 (1969)]. Product: C(C1=CC=CC=C1)(=O)O[C@H]1[C@@H]([C@H]2CC(O[C@H]2C1)=O)\C=C\C(C(CC#CCC)C)=O ((1S,5R,6R,7R)-7-Benzoyloxy-6-[(E)-(4RS)-4-methyl-3-oxonon-1-en-6-inyl]-2-oxabicyclo[3,3,0]octan-3-one). Reaction SMILES: COP([CH2:7][C:8](=[O:16])[CH:9]([CH3:15])[CH2:10][C:11]#[C:12][CH2:13][CH3:14])(=O)OC.[CH:17]([C@H:19]1[C@H:26]([O:27][C:28](=[O:35])[C:29]2[CH:34]=[CH:33][CH:32]=[CH:31][CH:30]=2)[CH2:25][C@H:24]2[C@@H:20]1[CH2:21][C:22](=[O:36])[O:23]2)=O>>[C:28]([O:27][C@@H:26]1[CH2:25][C@H:24]2[C@H:20]([CH2:21][C:22](=[O:36])[O:23]2)[C@H:19]1/[CH:17]=[CH:7]/[C:8](=[O:16])[CH:9]([CH3:15])[CH2:10][C:11]#[C:12][CH2:13][CH3:14])(=[O:35])[C:29]1[CH:30]=[CH:31][CH:32]=[CH:33][CH:34]=1. Reactants: COP(OC)(=O)CC(C(CC#CCC)C)=O (3-methyl-2-oxooct-5-inylphosphonic acid dimethyl ester), C(=O)[C@@H]1[C@H]2CC(O[C@H]2C[C@H]1OC(C1=CC=CC=C1)=O)=O ((1S,5R,6R,7R)-6-formyl-7-benzoyloxy-2-oxabicyclo[3,3,0]octan-3-one). Isolated yield 90.0%. Reactants: Cl (hydrochloric acid), C(CCC)[Li] (n-butyl lithium), BrC1=C(C=C(O[Si](C)(C)C(C)(C)C)C=C1)OC ((4-bromo-3-methoxyphenoxy)(tert-butyl)dimethylsilane), B(OC(C)C)(OC(C)C)OC(C)C (Triisopropyl borate). Run in C1CCOC1 (THF), CCCCCC (hexane). Conditions: temperature -75 celsius, time 1 hour. Product: [Si](C)(C)(C(C)(C)C)OC1=CC(=C(C=C1)B(O)O)OC ((4-{[tert-butyl(dimethyl)silyl]oxy}-2-methoxyphenyl)boronic acid). Reaction SMILES: C([Li])CCC.Br[C:7]1[CH:20]=[CH:19][C:10]([O:11][Si:12]([C:15]([CH3:18])([CH3:17])[CH3:16])([CH3:14])[CH3:13])=[CH:9][C:8]=1[O:21][CH3:22].[B:23](OC(C)C)([O:28]C(C)C)[O:24]C(C)C.Cl>C1COCC1.CCCCCC>[Si:12]([O:11][C:10]1[CH:19]=[CH:20][C:7]([B:23]([OH:28])[OH:24])=[C:8]([O:21][CH3:22])[CH:9]=1)([C:15]([CH3:18])([CH3:17])[CH3:16])([CH3:14])[CH3:13]. Reported procedure: In an atmosphere of nitrogen, n-butyl lithium (a hexane solution) was added at −75° C. to a THF solution of (4-bromo-3-methoxyphenoxy)(tert-butyl)dimethylsilane, followed by stirring at −75° C. for 1 hour. Triisopropyl borate was added to the reaction mixture, followed by stirring at room temperature for 30 minutes. The reaction mixture was treated with hydrochloric acid to obtain (4-{[tert-butyl(dimethyl)silyl]oxy}-2-methoxyphenyl)boronic acid.